From a dataset of the Open Reaction Database (ORD), a public repository of structured organic reaction records. describe an organic reaction: reactants, conditions, products, and yield Reactants: [BH4-], CCO, [Na+], O=C1Cc2cccc(-c3ccccc3)c2C1. Product: OC1Cc2cccc(-c3ccccc3)c2C1. RXN SMILES: [BH4-:17].[CH3:19][CH2:20][OH:21].[Na+:18].[c:1]1(-[c:7]2[c:8]3[c:12]([cH:13][cH:14][cH:15]2)[CH2:11][C:10](=[O:16])[CH2:9]3)[cH:2][cH:3][cH:4][cH:5][cH:6]1>>[c:1]1(-[c:7]2[c:8]3[c:12]([cH:13][cH:14][cH:15]2)[CH2:11][CH:10]([OH:16])[CH2:9]3)[cH:2][cH:3][cH:4][cH:5][cH:6]1.